From a dataset of the Open Reaction Database (ORD), a public repository of structured organic reaction records. describe an organic reaction: reactants, conditions, products, and yield Reactants: C(C1=CC=CC=C1)(=O)OC1CCC(CC1)O (4-hydroxycyclohexyl benzoate), C(C)(=O)OC=C (vinyl acetate). Solvent: C(C)(C)OC(C)C (diisopropyl ether). Run at time 2 hour. Product: C(C1=CC=CC=C1)(=O)O[C@@H]1CC[C@@H](CC1)O (cis-4-hydroxycyclohexyl benzoate). The yield is 46.0%. RXN SMILES: [C:1]([O:9][CH:10]1[CH2:15][CH2:14][CH:13]([OH:16])[CH2:12][CH2:11]1)(=[O:8])[C:2]1[CH:7]=[CH:6][CH:5]=[CH:4][CH:3]=1.C(OC=C)(=O)C>C(OC(C)C)(C)C>[C:1]([O:9][C@H:10]1[CH2:15][CH2:14][C@@H:13]([OH:16])[CH2:12][CH2:11]1)(=[O:8])[C:2]1[CH:3]=[CH:4][CH:5]=[CH:6][CH:7]=1. Reported procedure: To a solution of 4-hydroxycyclohexyl benzoate (81.5 g) and Lipase QLG (40 g) in diisopropyl ether (800 mL) was added vinyl acetate (120 mL) at room temperature. After being stirred at room temperature for 2 hr, Lipase QLG was filtered off. The filtrate was concentrated under reduced pressure. The residue was purified by silica gel column chromatography to give the title compound as a colorless solid (37.5 g, 46%). Starting materials: [N-]=C=O (isocyanate), OC1=CC=CC=2OCC(NC21)=O (5-hydroxy-2H-benzo[b][1,4]oxazin-3(4H)-one), TEA, FC(C1=CC=C(CN)C=C1)(F)F (4-trifluoromethylbenzylamine), ClC(Cl)(OC(OC(Cl)(Cl)Cl)=O)Cl (triphosgene). Solvent: CN(C)C=O (DMF), CCOC(=O)C (AcOEt), CCOC(=O)C (AcOEt), CCOC(=O)C (AcOEt). Conditions: temperature 80 celsius, time 8 hour. The product is FC(C1=CC=C(CNC(OC2=CC=CC=3OCC(NC32)=O)=O)C=C1)(F)F (3,4-dihydro-3-oxo-2H-benzo[b][1,4]oxazin-5-yl 4-(trifluoromethyl)benzylcarbamate). Yield: 45.1%. As a reaction SMILES: [F:1][C:2]([F:12])([F:11])[C:3]1[CH:10]=[CH:9][C:6]([CH2:7][NH2:8])=[CH:5][CH:4]=1.ClC(Cl)(O[C:17](=[O:23])[O:18][C:19](Cl)(Cl)Cl)Cl.[N-]=C=O.OC1[C:38]2[NH:37][C:36](=[O:39])[CH2:35][O:34][C:33]=2[CH:32]=[CH:31][CH:30]=1>CCOC(C)=O.CN(C=O)C>[F:1][C:2]([F:11])([F:12])[C:3]1[CH:10]=[CH:9][C:6]([CH2:7][NH:8][C:17](=[O:23])[O:18][C:19]2[C:38]3[NH:37][C:36](=[O:39])[CH2:35][O:34][C:33]=3[CH:32]=[CH:31][CH:30]=2)=[CH:5][CH:4]=1. Reported procedure: 4-trifluoromethylbenzylamine (0.52 ml, 3.6 mmol) was dissolved in 20 ml of AcOEt and at 0° C. triphosgene (1 g, 3.6 mmol) was added to the solution. The mixture was warmed at 80° C. for 4 hours then evaporated and the residue was dissolved in 5 ml of DMF. The solution of the isocyanate was added dropwise to a solution in DMF (10 ml) of compound 25 (400 mg, 2.42 mmol) and TEA (0.34 ml, 1 equiv.) and the mixture was stirred at rt for 8 hours. (TLC AcOEt 1/petroleum ether 1). The solvent was evapor... Reactants: FC1=C(C(=O)OCC)C=C(C(=C1)F)F (Ethyl 2,4,5-trifluorobenzoate), C([O-])([O-])=O.[K+].[K+] (potassium carbonate), ClC=1C=C(C=NC1OCC(C)C)O (5-Chloro-6-isobutoxypyridin-3-ol). The solvent is CCOC(=O)C (EtOAc), CS(=O)C (DMSO). Conditions: time 2 hour. The product is ClC=1C=C(C=NC1OCC(C)C)OC1=CC(=C(C(=O)OCC)C=C1F)F (Ethyl 4-[(5-chloro-6-isobutoxypyridin-3-yl)oxy]-2,5-difluorobenzoate). As a reaction SMILES: [F:1][C:2]1[CH:12]=[C:11](F)[C:10]([F:14])=[CH:9][C:3]=1[C:4]([O:6][CH2:7][CH3:8])=[O:5].C(=O)([O-])[O-].[K+].[K+].[Cl:21][C:22]1[CH:23]=[C:24]([OH:33])[CH:25]=[N:26][C:27]=1[O:28][CH2:29][CH:30]([CH3:32])[CH3:31]>CS(C)=O.CCOC(C)=O>[Cl:21][C:22]1[CH:23]=[C:24]([O:33][C:11]2[C:10]([F:14])=[CH:9][C:3]([C:4]([O:6][CH2:7][CH3:8])=[O:5])=[C:2]([F:1])[CH:12]=2)[CH:25]=[N:26][C:27]=1[O:28][CH2:29][CH:30]([CH3:31])[CH3:32] |f:1.2.3|. Procedure details: Ethyl 2,4,5-trifluorobenzoate (135 mg, 0.661 mmol) and potassium carbonate (156 mg, 1.129 mmol) were dissolved in DMSO (3.0 mL). 5-Chloro-6-isobutoxypyridin-3-ol (Preparation 16, 127.5 mg, 0.632 mmol) was added portion wise and the mixture was stirred at room temperature for 2 hours. The reaction was diluted in EtOAc (10.0 mL) and washed with brine (3×10 mL). The organic layer was dried over sodium sulfate, filtered and concentrated in vacuo. The residue was purified by silica gel chromatography... The reactants are BrCCCCCC1=CC=C(C=C1)C1=CC=CC=C1 (4-(5-bromopentyl)-1,1′-biphenyl), N1=CC=CC2=CC=CC=C12 (quinoline). Run at temperature 65 celsius. Yields the product [Br-].C1(=CC=C(C=C1)CCCCC[N+]1=CC=CC2=CC=CC=C12)C1=CC=CC=C1 (1-[5-(1,1′-biphenyl-4-yl)-pentyl]-quinolinium bromide). Yield: 64.0%. RXN SMILES: [Br:1][CH2:2][CH2:3][CH2:4][CH2:5][CH2:6][C:7]1[CH:12]=[CH:11][C:10]([C:13]2[CH:18]=[CH:17][CH:16]=[CH:15][CH:14]=2)=[CH:9][CH:8]=1.[N:19]1[C:28]2[C:23](=[CH:24][CH:25]=[CH:26][CH:27]=2)[CH:22]=[CH:21][CH:20]=1>>[Br-:1].[C:10]1([C:13]2[CH:18]=[CH:17][CH:16]=[CH:15][CH:14]=2)[CH:11]=[CH:12][C:7]([CH2:6][CH2:5][CH2:4][CH2:3][CH2:2][N+:19]2[C:28]3[C:23](=[CH:24][CH:25]=[CH:26][CH:27]=3)[CH:22]=[CH:21][CH:20]=2)=[CH:8][CH:9]=1 |f:2.3|. Procedure: A mixture of 4-(5-bromopentyl)-1,1′-biphenyl (328 mg, 1.08 mmol) and quinoline (1 mL) was heated at 60-70° C. for 12 hrs. The resulting mixture was washed with diethyl ether and then dissolved in water (30 mL). The aqueous solution was extracted with ethyl acetate (30 mL×5). Water was removed by lyophilization to afford 297 mg of the title compound. Yield: 64%. 1H NMR (300 MHz, CDCl3) δ 1.58 (m, 2H), 1.70 (m, 2H), 2.13 (m, 2H), 2.62 (t, J=7.5 Hz, 2H), 5.37 (t, J=7.8 Hz, 2H), 7.14-7.58 (m, 9H), 7... Reactants: N.CC#N (NH3 CH3CN), C(C(=O)Cl)(=O)Cl (oxalyl chloride), C1(CCCC1)=CC=1C=C(C=CC1OC)C1CCN(CC1)C(C(=O)O)=O ([4-(3-cyclopentylidenemethyl-4-methoxy-phenyl)piperidin-1-yl]-oxo-acetic acid). Reagents/catalysts: CN(C)C=O (DMF). The solvent is C1(=CC=CC=C1)C (toluene), O (H2O). Product: C1(CCCC1)=CC=1C=C(C=CC1OC)C1CCN(CC1)C(C(=O)N)=O (2-[4-(3-Cyclopentylidenemethyl-4-methoxy-phenyl)-piperidin-1-yl]-2-oxo-acetamide). RXN SMILES: [C:1]1(=[CH:6][C:7]2[CH:8]=[C:9]([CH:15]3[CH2:20][CH2:19][N:18]([C:21](=[O:25])[C:22]([OH:24])=O)[CH2:17][CH2:16]3)[CH:10]=[CH:11][C:12]=2[O:13][CH3:14])[CH2:5][CH2:4][CH2:3][CH2:2]1.C(Cl)(=O)C(Cl)=O.N.CC#[N:35]>C1(C)C=CC=CC=1.CN(C=O)C.O>[C:1]1(=[CH:6][C:7]2[CH:8]=[C:9]([CH:15]3[CH2:20][CH2:19][N:18]([C:21](=[O:25])[C:22]([NH2:35])=[O:24])[CH2:17][CH2:16]3)[CH:10]=[CH:11][C:12]=2[O:13][CH3:14])[CH2:5][CH2:4][CH2:3][CH2:2]1 |f:2.3|. Reported procedure: To a magnetically stirred suspension of [4-(3-cyclopentylidenemethyl-4-methoxy-phenyl)piperidin-1-yl]-oxo-acetic acid (1.2 mmol, 0.40 g) in dry toluene (15 mL) at room temperature was added oxalyl chloride (2.0M in CH2Cl2 ; 1.3 mmol, 0.65 mL) dropwise over 10 minutes, followed by DMF (3 drops) to promote gas evolution. The resulting homogeneous solution stirred at room temperature for 45 minutes, at which time saturated NH3 /CH3CN (15 mL) was added dropwise over 15 minutes. A white solid precipi... Starting materials: N1=CN=CN=C1 (s-triazine), N1=C(N)N=C(N)N=C1N (melamine), C(C(=O)Cl)(=O)Cl (oxalyl chloride), NCO. Run in [N+](=O)([O-])C1=CC=CC=C1 (nitrobenzene). Run at time 72 hour. Yields the product [N-]=C=O.[N-]=C=O.[N-]=C=O.N1=C(N)N=C(N)N=C1N (Melamine Triisocyanate). As a reaction SMILES: [N:1]1[C:8]([NH2:9])=[N:7][C:5]([NH2:6])=[N:4][C:2]=1[NH2:3].[C:10](Cl)(=[O:14])C(Cl)=[O:12].[N:16]1[CH:21]=NC=NC=1>[N+](C1C=CC=CC=1)([O-])=O>[N-:9]=[C:8]=[O:12].[N-:1]=[C:10]=[O:14].[N-:16]=[C:21]=[O:12].[N:1]1[C:8]([NH2:9])=[N:7][C:5]([NH2:6])=[N:4][C:2]=1[NH2:3] |f:4.5.6.7|. Procedure: To a suitable reactor equipped with an efficient reflux condenser and CaSO4 drying tube was charged 2.52 grams of melamine, 60 ml of oxalyl chloride and 60 ml of nitrobenzene and the mixture was brought to reflux with good stirring. The reaction mixture became homogeneous within 72 hours. The excess oxalyl chloride was first removed under slight vacuum at a bath temperature of 80° C. and then the nitrobenzene was removed at less than 1 mm of Hg, allowing the bath to rise to 140° C. The product o... Reactants: CC(C)=O, OCC#CCc1ccc(Cl)cc1, [H][H]. The product is OCC=CCc1ccc(Cl)cc1. As a reaction SMILES: [CH3:15][C:16](=[O:17])[CH3:18].[Cl:1][c:2]1[cH:3][cH:4][c:5]([CH2:8][C:9]#[C:10][CH2:11][OH:12])[cH:6][cH:7]1.[H:13][H:14]>>[Cl:1][c:2]1[cH:3][cH:4][c:5]([CH2:8][CH:9]=[CH:10][CH2:11][OH:12])[cH:6][cH:7]1. The reactants are N1(CCOCC1)C=1N=C(NC(C1)=O)CC(=O)[O-].[Na+] (sodium [4-(morpholin-4-yl)-6-oxo-1,6-dihydropyrimidin-2-yl]acetate), NC=1C(=C(C#N)C=CC1)O (3-amino-2-hydroxybenzonitrile), Cl.CN(CCCN=C=NCC)C (N-[3-(dimethylamino)propyl]-N′-ethylcarbodiimide hydrochloride). The solvent is N1=CC=CC=C1 (pyridine), CN(C=O)C (N,N-dimethylformamide). The product is C(#N)C=1C(=C(C=CC1)NC(CC=1NC(C=C(N1)N1CCOCC1)=O)=O)O (N-(3-cyano-2-hydroxyphenyl)-2-[4-(morpholin-4-yl)-6-oxo-1,6-dihydropyrimidin-2-yl]acetamide). The yield is 18.9%. RXN SMILES: [N:1]1([C:7]2[N:8]=[C:9]([CH2:14][C:15]([O-:17])=O)[NH:10][C:11](=[O:13])[CH:12]=2)[CH2:6][CH2:5][O:4][CH2:3][CH2:2]1.[Na+].[NH2:19][C:20]1[C:21]([OH:28])=[C:22]([CH:25]=[CH:26][CH:27]=1)[C:23]#[N:24].Cl.CN(C)CCCN=C=NCC>N1C=CC=CC=1.CN(C)C=O>[C:23]([C:22]1[C:21]([OH:28])=[C:20]([NH:19][C:15](=[O:17])[CH2:14][C:9]2[NH:10][C:11](=[O:13])[CH:12]=[C:7]([N:1]3[CH2:2][CH2:3][O:4][CH2:5][CH2:6]3)[N:8]=2)[CH:27]=[CH:26][CH:25]=1)#[N:24] |f:0.1,3.4|. Procedure: The product is prepared according to the procedure described in example 5, using 1 g of sodium [4-(morpholin-4-yl)-6-oxo-1,6-dihydropyrimidin-2-yl]acetate, 513 mg of 3-amino-2-hydroxybenzonitrile and 734 mg of N-[3-(dimethylamino)propyl]-N′-ethylcarbodiimide hydrochloride in a mixture of 5 ml of pyridine and 5 ml of N,N-dimethylformamide. 257 mg of N-(3-cyano-2-hydroxyphenyl)-2-[4-(morpholin-4-yl)-6-oxo-1,6-dihydropyrimidin-2-yl]acetamide are obtained in the form of a white solid, the characteri... The reactants are C(O)([O-])=O.[Na+] (sodium hydrogen carbonate), COC1=C(C(NC=C1)=O)C#N (4-methoxy-2-oxo-1,2-dihydropyridine-3-carbonitrile), ClC1=C(C=NC=C1)[N+](=O)[O-] (4-chloro-3-nitropyridine), C([O-])([O-])=O.[Cs+].[Cs+] (cesium carbonate). Run in CN(C=O)C (N,N-dimethylformamide). Reaction conditions: time 16 hour. The product is COC1=C(C(N(C=C1)C1=C(C=NC=C1)[N+](=O)[O-])=O)C#N (4-methoxy-3′-nitro-2-oxo-2H-[1,4′-bipyridine]-3-carbonitrile). The yield is 91.9%. Reaction SMILES: [CH3:1][O:2][C:3]1[CH:8]=[CH:7][NH:6][C:5](=[O:9])[C:4]=1[C:10]#[N:11].Cl[C:13]1[CH:18]=[CH:17][N:16]=[CH:15][C:14]=1[N+:19]([O-:21])=[O:20].C(=O)([O-])[O-].[Cs+].[Cs+].C(=O)([O-])O.[Na+]>CN(C)C=O>[CH3:1][O:2][C:3]1[CH:8]=[CH:7][N:6]([C:13]2[CH:18]=[CH:17][N:16]=[CH:15][C:14]=2[N+:19]([O-:21])=[O:20])[C:5](=[O:9])[C:4]=1[C:10]#[N:11] |f:2.3.4,5.6|. Procedure details: A mixture of 4-methoxy-2-oxo-1,2-dihydropyridine-3-carbonitrile (3.00 g), 4-chloro-3-nitropyridine (6.34 g), cesium carbonate (13.02 g) and N,N-dimethylformamide (30 mL) was stirred at room temperature for 16 hr. The reaction mixture was slowly poured into saturated sodium hydrogen carbonate solution, and the mixture was extracted with ethyl acetate. The extract was washed with saturated brine, and dried over anhydrous magnesium sulfate, and the solvent was evaporated under reduced pressure. To ...